The task is: describe an organic reaction: reactants, conditions, products, and yield. This data is from the Open Reaction Database (ORD), a public repository of structured organic reaction records. The reactants are BrC1=CC=C(OC2=CC=C(C=C2)S(=O)(=O)CC2(CCOCC2)C(=O)O)C=C1 (4-[4-(4-bromophenoxy)phenylsulfonylmethyl]-tetrahydropyran-4 -carboxylic acid). The reagents and catalysts are [Pd] (palladium on carbon). Run in C(C)O.O1CCCCC1 (ethanol tetrahydropyran). Yields the product O(C1=CC=CC=C1)C1=CC=C(C=C1)S(=O)(=O)CC1(CCOCC1)C(=O)O (4-[4-phenoxyphenylsulfonylmethyl]-tetrahydropyran-4-carboxylic acid). The yield is 100.0%. RXN SMILES: Br[C:2]1[CH:27]=[CH:26][C:5]([O:6][C:7]2[CH:12]=[CH:11][C:10]([S:13]([CH2:16][C:17]3([C:23]([OH:25])=[O:24])[CH2:22][CH2:21][O:20][CH2:19][CH2:18]3)(=[O:15])=[O:14])=[CH:9][CH:8]=2)=[CH:4][CH:3]=1>C(O)C.O1CCCCC1.[Pd]>[O:6]([C:7]1[CH:8]=[CH:9][C:10]([S:13]([CH2:16][C:17]2([C:23]([OH:25])=[O:24])[CH2:22][CH2:21][O:20][CH2:19][CH2:18]2)(=[O:15])=[O:14])=[CH:11][CH:12]=1)[C:5]1[CH:26]=[CH:27][CH:2]=[CH:3][CH:4]=1 |f:1.2|. Reported procedure: A solution of 660 mg (1.45 mmol) of 4-[4-(4-bromophenoxy)phenylsulfonylmethyl]-tetrahydropyran-4 -carboxylic acid in 80% ethanol/tetrahydropyran (40 mL) was hydrogenated at atmospheric pressure for 14 hours using palladium on carbon catalyst, filtered over a celite pad washing with methylene chloride and concentrated in vacuo to afford 4-[4-phenoxyphenylsulfonylmethyl]-tetrahydropyran-4-carboxylic acid as a light orange solid (546 mg, 100%), which was taken directly into the next reaction withou... Starting materials: FC1=CC=C(C=C1)[C@H]1NCCC1 ((S)-2-(4-fluoro-phenyl)-pyrrolidine), C1(=CC=C(C=C1)S(=O)(=O)Cl)C (toluene-4-sulfonyl chloride). Solvent: C(Cl)(Cl)Cl (CHCl3). Yields the product FC1=CC=C(C=C1)[C@H]1N(CCC1)S(=O)(=O)C1=CC=C(C=C1)C ((S)-2-(4-Fluoro-phenyl)-1-(toluene-4-sulfonyl)-pyrrolidine). Reaction SMILES: [F:1][C:2]1[CH:7]=[CH:6][C:5]([C@@H:8]2[CH2:12][CH2:11][CH2:10][NH:9]2)=[CH:4][CH:3]=1.[C:13]1([CH3:23])[CH:18]=[CH:17][C:16]([S:19](Cl)(=[O:21])=[O:20])=[CH:15][CH:14]=1>C(Cl)(Cl)Cl>[F:1][C:2]1[CH:3]=[CH:4][C:5]([C@@H:8]2[CH2:12][CH2:11][CH2:10][N:9]2[S:19]([C:16]2[CH:17]=[CH:18][C:13]([CH3:23])=[CH:14][CH:15]=2)(=[O:21])=[O:20])=[CH:6][CH:7]=1. Procedure details: The title compound, white solid, m.p. 136° C., [a]D20=172° (c=0.1 in CHCl3) and MS: m/e=319 (M+) was prepared in accordance with the general method of example 1e from (S)-2-(4-fluoro-phenyl)-pyrrolidine and toluene-4-sulfonyl chloride. The reactants are BrC=1C2=CC=CC=C2C(=C2C=CC=CC12)C1=CC=CC=C1 (9-bromo-10-phenylanthracene), O1C(=NC2=C1C=CC=C2)C2=CC=C(C=C2)B(O)O (4-(benzoxazol-2-yl)phenylboronic acid), C1(=C(C=CC=C1)P(C1=C(C=CC=C1)C)C1=C(C=CC=C1)C)C (tri(ortho-tolyl)phosphine), C([O-])([O-])=O.[K+].[K+] (potassium carbonate). Reagents/catalysts: C(C)(=O)[O-].[Pd+2].C(C)(=O)[O-] (palladium(II) acetate). Solvent: COCCOC (ethylene glycol dimethyl ether), O (water). The product is C1(=CC=CC=C1)C1=C2C=CC=CC2=C(C2=CC=CC=C12)C1=CC=C(C=C1)C=1OC2=C(N1)C=CC=C2 (2-[4-(10-phenyl-9-anthryl)phenyl]benzoxazole). Isolated yield 81.9%. As a reaction SMILES: Br[C:2]1[C:3]2[C:8]([C:9]([C:16]3[CH:21]=[CH:20][CH:19]=[CH:18][CH:17]=3)=[C:10]3[C:15]=1[CH:14]=[CH:13][CH:12]=[CH:11]3)=[CH:7][CH:6]=[CH:5][CH:4]=2.[O:22]1[C:26]2[CH:27]=[CH:28][CH:29]=[CH:30][C:25]=2[N:24]=[C:23]1[C:31]1[CH:36]=[CH:35][C:34](B(O)O)=[CH:33][CH:32]=1.C1(C)C=CC=CC=1P(C1C=CC=CC=1C)C1C=CC=CC=1C.C(=O)([O-])[O-].[K+].[K+]>C([O-])(=O)C.[Pd+2].C([O-])(=O)C.O.COCCOC>[C:16]1([C:9]2[C:8]3[C:3](=[CH:4][CH:5]=[CH:6][CH:7]=3)[C:2]([C:34]3[CH:35]=[CH:36][C:31]([C:23]4[O:22][C:26]5[CH:27]=[CH:28][CH:29]=[CH:30][C:25]=5[N:24]=4)=[CH:32][CH:33]=3)=[C:15]3[C:10]=2[CH:11]=[CH:12][CH:13]=[CH:14]3)[CH:17]=[CH:18][CH:19]=[CH:20][CH:21]=1 |f:3.4.5,6.7.8|. Reported procedure: In a 50 mL three-neck flask, 1.0 g (3.0 mmol) of 9-bromo-10-phenylanthracene, 0.72 g (3.0 mmol) of 4-(benzoxazol-2-yl)phenylboronic acid, 0.10 g (0.32 mmol) of tri(ortho-tolyl)phosphine, 20 mL of ethylene glycol dimethyl ether (DME), and 3.0 mL (6.0 mmol) of a 2.0 M potassium carbonate solution were placed. The mixture was degassed by being stirred under reduced pressure, and the air in the flask was replaced with nitrogen. To the mixture, 14 mg (0.062 mmol) of palladium(II) acetate was added, a... The reactants are N1C=CC2=CC(=CC=C12)C(=O)O (5-indolecarboxylic acid), C([O-])(O)=O.[Na+] (sodium bicarbonate). The solvent is Cl.CO (hydrogen chloride methanol). Product: N1C=CC2=CC(=CC=C12)C(=O)OC (methyl 5-indole-carboxylate). The yield is 38.6%. Reaction SMILES: [NH:1]1[C:9]2[C:4](=[CH:5][C:6]([C:10]([OH:12])=[O:11])=[CH:7][CH:8]=2)[CH:3]=[CH:2]1.[C:13](=O)(O)[O-].[Na+]>Cl.CO>[NH:1]1[C:9]2[C:4](=[CH:5][C:6]([C:10]([O:12][CH3:13])=[O:11])=[CH:7][CH:8]=2)[CH:3]=[CH:2]1 |f:1.2,3.4|. Reported procedure: A mixture of 1.00 g (6.21 mmol) of 5-indolecarboxylic acid and 50 ml of 10% hydrogen chloride/methanol was refluxed for 2 hours. The reaction mixture was then poured onto ice water followed by neutralization with sodium bicarbonate. The mixture was extracted three times with ethyl acetate. The combined extracts were washed with aqueous sodium bicarbonate solution. After drying over anhydrous magnesium sulfate, the solvent was distilled off under reduced pressure to give 0.42 g (38.6%) of methyl ... The reactants are CC(=O)Nc1ccc(C#N)c(F)c1C, CCO, Cl. Product: Cc1c(N)ccc(C#N)c1F. Reaction SMILES: [C:1](#[N:2])[c:3]1[c:4]([F:14])[c:5]([CH3:13])[c:6]([NH:9][C:10](=[O:11])[CH3:12])[cH:7][cH:8]1.[CH3:16][CH2:17][OH:18].[ClH:15]>>[C:1](#[N:2])[c:3]1[c:4]([F:14])[c:5]([CH3:13])[c:6]([NH2:9])[cH:7][cH:8]1. Reactants: CCN(C(C)C)C(C)C (DIPEA), CC=1C(=NC=CC1)CN(C1CCNCC1)CC1=NC=CC=C1C (Bis-(3-methyl-pyridin-2-ylmethyl)-piperidin-4-yl-amine), C(=O)(N1C=NC=C1)N1C=NC=C1 (1,1′-carbonyldiimidazole), NC=1NC2=C(N1)C=CC=C2 (2-aminobenzimidazole), CCN(C(C)C)C(C)C (DIPEA), C(Cl)Cl (CH2Cl2). Run at temperature 60 celsius, time 20 hour. Product: C(Cl)Cl.CO.[NH4+].[OH-] (CH2Cl2 MeOH NH4OH), N1C(=NC2=C1C=CC=C2)NC(=O)N2CCC(CC2)N(CC2=NC=CC=C2C)CC2=NC=CC=C2C (4-[bis-(3-methyl-pyridin-2-ylmethyl)-amino]-piperidine-1-carboxylic acid (1H-benzoimidazol-2-yl)-amide). Yield: 43.0%. RXN SMILES: [C:1](N1C=CN=C1)([N:3]1C=CN=C1)=[O:2].[NH2:13][C:14]1[NH:15][C:16]2[CH:22]=[CH:21][CH:20]=[CH:19][C:17]=2[N:18]=1.CCN(C(C)C)C(C)C.[CH3:32][C:33]1[C:34]([CH2:39][N:40]([CH2:47][C:48]2[C:53]([CH3:54])=[CH:52][CH:51]=[CH:50][N:49]=2)[CH:41]2[CH2:46][CH2:45][NH:44][CH2:43][CH2:42]2)=[N:35][CH:36]=[CH:37][CH:38]=1.[CH2:55]([Cl:57])[Cl:56]>>[CH2:55]([Cl:57])[Cl:56].[CH3:1][OH:2].[NH4+:3].[OH-:2].[NH:15]1[C:16]2[CH:22]=[CH:21][CH:20]=[CH:19][C:17]=2[N:18]=[C:14]1[NH:13][C:1]([N:44]1[CH2:45][CH2:46][CH:41]([N:40]([CH2:47][C:48]2[C:53]([CH3:54])=[CH:52][CH:51]=[CH:50][N:49]=2)[CH2:39][C:34]2[C:33]([CH3:32])=[CH:38][CH:37]=[CH:36][N:35]=2)[CH2:42][CH2:43]1)=[O:2] |f:5.6.7.8|. Reported procedure: A solution of 1,1′-carbonyldiimidazole (0.0713 g, 0.44 mmol), 2-aminobenzimidazole (0.0533 g, 0.40 mmol), and DIPEA (0.14 mL, 0.80 mmol) in CH2Cl2 (4 mL) was stirred at room temperature for 2.5 hours. The mixture was concentrated, then dissolved in DMF (4 mL), and DIPEA (0.14 mL, 0.80 mmol) and COMPOUND 249 (0.1242 g, 0.40 mmol) were added. The mixture stirred at 60° C. for 20 hours, then concentrated. Saturated NaHCO3 (15 mL) was added and extracted with CH2Cl2 (3×40 mL). The combined organic e... The reactants are CC1(OB(OC1(C)C)C=1C=NNC1)C (4-(4,4,5,5-tetramethyl-1,3,2-dioxaborolan-2-yl)-1H-pyrazole), C([O-])([O-])=O.[Cs+].[Cs+] (cesium carbonate), ClCOCCOC (1-(chloromethoxy)-2-methoxyethane), ClCOCCOC (1-(chloromethoxy)-2-methoxyethane), C([O-])([O-])=O.[Cs+].[Cs+] (cesium carbonate). Solvent: CN(C)C=O (DMF), O (water). Conditions: time 1 hour. Yields the product COCCN1N=CC(=C1)B1OC(C(O1)(C)C)(C)C (1-(2-methoxyethyl)-4-(4,4,5,5-tetramethyl-1,3,2-dioxaborolan-2-yl)-1H-pyrazole). Yield: 154.8%. RXN SMILES: [CH3:1][C:2]1([CH3:14])[C:6]([CH3:8])([CH3:7])[O:5][B:4]([C:9]2[CH:10]=[N:11][NH:12][CH:13]=2)[O:3]1.C(=O)([O-])[O-].[Cs+].[Cs+].Cl[CH2:22][O:23][CH2:24][CH2:25]OC>CN(C=O)C.O>[CH3:22][O:23][CH2:24][CH2:25][N:12]1[CH:13]=[C:9]([B:4]2[O:5][C:6]([CH3:7])([CH3:8])[C:2]([CH3:14])([CH3:1])[O:3]2)[CH:10]=[N:11]1 |f:1.2.3|. Procedure: A solution of 4-(4,4,5,5-tetramethyl-1,3,2-dioxaborolan-2-yl)-1H-pyrazole (0.8 g, 4.1 mmol), cesium carbonate (2.0 g, 6.2 mmol), and 1-(chloromethoxy)-2-methoxyethane (0.59 mL, 5.2 mmol) in DMF (14 mL) was heated in a microwave at 90° C. for 1 hr. After the initial heating, additional 1-(chloromethoxy)-2-methoxyethane (0.59 mL) and cesium carbonate (2 g) was added. Heating was repeated for an additional 1 hr. The crude reaction mixtures were then diluted with water (250 mL) and extracted with et... Starting materials: CI, CS(C)=O, [K+], c1ccc2[nH]c(-c3nnc4ccc(N5CCCCCC5)nn34)cc2c1, [OH-], O. Yields the product Cn1c(-c2nnc3ccc(N4CCCCCC4)nn23)cc2ccccc21. RXN SMILES: [CH3:32][I:33].[CH3:3][S:4]([CH3:5])=[O:6].[K+:2].[N:7]1([c:14]2[cH:15][cH:16][c:17]3[n:18]([n:19]2)[c:20](-[c:23]2[nH:24][c:25]4[cH:26][cH:27][cH:28][cH:29][c:30]4[cH:31]2)[n:21][n:22]3)[CH2:8][CH2:9][CH2:10][CH2:11][CH2:12][CH2:13]1.[OH-:1].[OH2:34]>>[N:7]1([c:14]2[cH:15][cH:16][c:17]3[n:18]([n:19]2)[c:20](-[c:23]2[n:24]([CH3:32])[c:25]4[cH:26][cH:27][cH:28][cH:29][c:30]4[cH:31]2)[n:21][n:22]3)[CH2:8][CH2:9][CH2:10][CH2:11][CH2:12][CH2:13]1. Product: CCOC1=C(N(C(C)=O)C(C)C)C(=O)c2cnn(C)c2C1=O. Reaction SMILES: [CH3:21][CH:22]([NH2:23])[CH3:24].[CH3:25][CH2:26][OH:27].[Cl:1][C:2]1=[C:3]([N:14]([CH:15]([CH3:16])[CH3:17])[C:18]([CH3:19])=[O:20])[C:4](=[O:13])[c:5]2[cH:6][n:7][n:8]([CH3:12])[c:9]2[C:10]1=[O:11]>>[C:2]1([O:27][CH2:26][CH3:25])=[C:3]([N:14]([CH:15]([CH3:16])[CH3:17])[C:18]([CH3:19])=[O:20])[C:4](=[O:13])[c:5]2[cH:6][n:7][n:8]([CH3:12])[c:9]2[C:10]1=[O:11]. The reactants are CC(C)N, CCO, CC(=O)N(C1=C(Cl)C(=O)c2c(cnn2C)C1=O)C(C)C. Reactants: CC(NC(=O)OC(C)(C)C)c1cccc(Oc2ncccn2)c1, Cl, C1COCCO1. Product: CC(N)c1cccc(Oc2ncccn2)c1. Reaction SMILES: [C:1]([O:2][C:3](=[O:4])[NH:7][CH:8]([CH3:9])[c:10]1[cH:11][c:12]([O:16][c:17]2[n:18][cH:19][cH:20][cH:21][n:22]2)[cH:13][cH:14][cH:15]1)([CH3:5])([CH3:6])[CH3:23].[ClH:24].[O:25]1[CH2:26][CH2:27][O:28][CH2:29][CH2:30]1>>[NH2:7][CH:8]([CH3:9])[c:10]1[cH:11][c:12]([O:16][c:17]2[n:18][cH:19][cH:20][cH:21][n:22]2)[cH:13][cH:14][cH:15]1.